From a dataset of the Open Reaction Database (ORD), a public repository of structured organic reaction records. describe an organic reaction: reactants, conditions, products, and yield The product is ClC=1C=C(C=CC1)N1C(N(CC2=C1N=CC=C2)CC2=CC=NC=C2)=O (1-(3-chlorophenyl)-3-(4-pyridylmethyl)pyrido[2,3-d]pyrimidine-2(1H,3H)-one). Reaction SMILES: [H-].[Na+].[Cl:3][C:4]1[CH:5]=[C:6]([N:10]2[C:15]3[N:16]=[CH:17][CH:18]=[CH:19][C:14]=3[CH2:13][NH:12][C:11]2=[O:20])[CH:7]=[CH:8][CH:9]=1.Cl.Cl[CH2:23][C:24]1[CH:29]=[CH:28][N:27]=[CH:26][CH:25]=1>O1CCCC1>[Cl:3][C:4]1[CH:5]=[C:6]([N:10]2[C:15]3[N:16]=[CH:17][CH:18]=[CH:19][C:14]=3[CH2:13][N:12]([CH2:23][C:24]3[CH:29]=[CH:28][N:27]=[CH:26][CH:25]=3)[C:11]2=[O:20])[CH:7]=[CH:8][CH:9]=1 |f:0.1,3.4|. Reactants: ClC=1C=C(C=CC1)N1C(NCC2=C1N=CC=C2)=O (1-(3-chlorophenyl)pyrido[2,3-d]pyrimidine-2(1H,3H)-one), [H-].[Na+] (Sodium hydride), Cl.ClCC1=CC=NC=C1 (4-chloromethylpyridine hydrochloride). Run at time 5 minute. The yield is 17.0%. The solvent is O1CCCC1 (tetrahydrofuran), hexanes. Procedure: Sodium hydride (50% dispersion in oil) (364 mg, 7.6 mmole), previously washed in hexanes, was added to a solution of 1-(3-chlorophenyl)pyrido[2,3-d]pyrimidine-2(1H,3H)-one (500 mg, 1.9 mmole) in tetrahydrofuran (100 ml). The suspension was stirred for 5 minutes at room temperature and 4-chloromethylpyridine hydrochloride was added. The suspension was refluxed for 18 hours. The solvents were removed and H2O was added to the residue. The residue was extracted twice with ethyl acetate (2×25 ml). Th... Reactants: C(C)(=O)OCC (ethyl acetate), FC1=C(C=CC(=C1)C(C(=O)[O-])(C(=O)[O-])C)C1=CC=CC=C1 (2-(2-fluoro-4-biphenylyl)-2-methylmalonate), [Cl-].[Na+] (sodium chloride), CS(=O)C (dimethyl sulfoxide). Solvent: O (water), O (water). Product: FC1=C(C=CC(=C1)C(C(=O)OCC)C)C1=CC=CC=C1 (ethyl 2-(2-fluoro-4-biphenylyl)propionate). RXN SMILES: [F:1][C:2]1[CH:7]=[C:6]([C:8]([CH3:15])([C:12]([O-:14])=[O:13])C([O-])=O)[CH:5]=[CH:4][C:3]=1[C:16]1[CH:21]=[CH:20][CH:19]=[CH:18][CH:17]=1.[Cl-].[Na+].CS(C)=O.[C:28](OCC)(=O)[CH3:29]>O>[F:1][C:2]1[CH:7]=[C:6]([CH:8]([CH3:15])[C:12]([O:14][CH2:28][CH3:29])=[O:13])[CH:5]=[CH:4][C:3]=1[C:16]1[CH:21]=[CH:20][CH:19]=[CH:18][CH:17]=1 |f:1.2|. Procedure details: A mixture of 100 millimoles diethyl 2-(2-fluoro-4-biphenylyl)-methylmalonate VI, 110 millimoles sodium chloride, 200 millimoles water and 50 milliliters dimethyl sulfoxide is heated under nitrogen at about 130° to 180° C. for about 6 hours. On cooling the mixture is diluted with 100 milliliters water and 100 milliliters ethyl acetate. The layers are separated and the organic layer is washed two times with 25 milliliters of water. After drying over disodium sulfate the organic layer is concentrat...